Dataset: the Open Reaction Database (ORD), a public repository of structured organic reaction records. Task: describe an organic reaction: reactants, conditions, products, and yield Starting materials: CCOC(=O)C1Nc2cc(Cl)cc(Cl)c2C2C=CCC12, CCO, [Na+], [OH-]. The product is O=C(O)C1Nc2cc(Cl)cc(Cl)c2C2C=CCC12. Reaction SMILES: [CH2:1]([CH3:2])[O:3][C:4](=[O:5])[CH:6]1[NH:7][c:8]2[cH:9][c:10]([Cl:20])[cH:11][c:12]([Cl:19])[c:13]2[CH:14]2[CH:15]1[CH2:16][CH:17]=[CH:18]2.[CH3:23][CH2:24][OH:25].[Na+:22].[OH-:21]>>[O:3]=[C:4]([OH:5])[CH:6]1[NH:7][c:8]2[cH:9][c:10]([Cl:20])[cH:11][c:12]([Cl:19])[c:13]2[CH:14]2[CH:15]1[CH2:16][CH:17]=[CH:18]2.